This data is from the Open Reaction Database (ORD), a public repository of structured organic reaction records. The task is: describe an organic reaction: reactants, conditions, products, and yield Reactants: C(CO)O (Ethyleneglycol), C1(=CC=C(C=C1)S(=O)(=O)O)C (p-toluenesulfonic acid), BrC=1C=CC(=NC1)C=O (5-bromopyridine-2-carbaldehyde). Solvent: C1(=CC=CC=C1)C (toluene). Reaction conditions: time 10 hour. The product is BrC=1C=CC(=NC1)C1OCCO1 (5-bromo-2-(1,3-dioxolan-2-yl)pyridine). Yield: 83.9%. As a reaction SMILES: [CH2:1]([OH:4])[CH2:2][OH:3].C1(C)C=CC(S(O)(=O)=O)=CC=1.[Br:16][C:17]1[CH:18]=[CH:19][C:20]([CH:23]=O)=[N:21][CH:22]=1>C1(C)C=CC=CC=1>[Br:16][C:17]1[CH:18]=[CH:19][C:20]([CH:23]2[O:4][CH2:1][CH2:2][O:3]2)=[N:21][CH:22]=1. Procedure: Ethyleneglycol (14.88 g, 0.24 mol) and p-toluenesulfonic acid (3 g, 0.16 mol) are added to a solution of 5-bromopyridine-2-carbaldehyde (30 g, 0.16 mol) in toluene (150 ml) at room temperature and the mixture is stirred for 10 hrs at refluxing temperature. After cooling to room temperature, the mixture is quenched with saturated aqueous NH4Cl, extracted with CH2Cl2 and washed with H2O. The aqueous layer is extracted with CH2Cl2 and the combined organic extract is washed with brine, dried over Na... Starting materials: OCCSC=1N(C=C2N(C(N(C(C21)=O)C)=O)CC(C)C)CC2=CC=CC1=CC=CC=C21 (5-(2-hydroxyethyl)thio-3-methyl-1-(2-methylpropyl)-6-(1-naphthalenylmethyl)-1H-pyrrolo[3,4-d]pyrimidine-2,4(3H,6H)-dione), S(=O)(=O)(O[O-])[O-].[K+].[K+] (potassium peroxymonosulphate), OOS(=O)[O-].[K+] (OXONE). Run in O (water), CO (methanol), O (water). Reaction conditions: time 10 minute. Product: OCCS(=O)C=1N(C=C2N(C(N(C(C21)=O)C)=O)CC(C)C)CC2=CC=CC1=CC=CC=C21 (5-[(2-Hydroxyethyl)sulphinyl]-3-methyl-1-(2-methylpropyl)-6-(1-naphthalenylmethyl)-1H-pyrrolo[3,4-d]pyrimidine-2,4(3H,6H)-dione). As a reaction SMILES: [OH:1][CH2:2][CH2:3][S:4][C:5]1[N:6]([CH2:21][C:22]2[C:31]3[C:26](=[CH:27][CH:28]=[CH:29][CH:30]=3)[CH:25]=[CH:24][CH:23]=2)[CH:7]=[C:8]2[C:13]=1[C:12](=[O:14])[N:11]([CH3:15])[C:10](=[O:16])[N:9]2[CH2:17][CH:18]([CH3:20])[CH3:19].S([O-])(O[O-])(=O)=[O:33].[K+].[K+].OOS([O-])=O.[K+]>CO.O>[OH:1][CH2:2][CH2:3][S:4]([C:5]1[N:6]([CH2:21][C:22]2[C:31]3[C:26](=[CH:27][CH:28]=[CH:29][CH:30]=3)[CH:25]=[CH:24][CH:23]=2)[CH:7]=[C:8]2[C:13]=1[C:12](=[O:14])[N:11]([CH3:15])[C:10](=[O:16])[N:9]2[CH2:17][CH:18]([CH3:20])[CH3:19])=[O:33] |f:1.2.3,4.5|. Procedure: To a stirred solution of 5-(2-hydroxyethyl)thio-3-methyl-1-(2-methylpropyl)-6-(1-naphthalenylmethyl)-1H-pyrrolo[3,4-d]pyrimidine-2,4(3H,6H)-dione (100 mg) in methanol (20 ml) was added potassium peroxymonosulphate (commercially sold under the trade mark "OXONE") (300 mg) in water (10 ml). After stirring for 10 minutes the reaction mixture was diluted with water and extracted with ethyl acetate. The organic extracts were dried over magnesium sulphate and concentrated in vacuo. Chromatography on s... The reactants are CC(C)(C)OC(=O)NC1CCC(Nc2ncc3c(-c4cccc(Br)c4)nn(COCC[Si](C)(C)C)c3n2)CC1, C1COCCO1, NCc1ccc(Cl)cc1, O=C(C=Cc1ccccc1)C=Cc1ccccc1, O=C(C=Cc1ccccc1)C=Cc1ccccc1, O=C(C=Cc1ccccc1)C=Cc1ccccc1, [Pd], [Pd]. Yields the product CC(C)(C)OC(=O)NC1CCC(Nc2ncc3c(-c4cccc(NCc5ccc(Cl)cc5)c4)nn(COCC[Si](C)(C)C)c3n2)CC1. Reaction SMILES: [C:1]([CH3:2])([CH3:3])([CH3:4])[O:5][C:6]([NH:7][CH:8]1[CH2:9][CH2:10][CH:11]([NH:14][c:15]2[n:16][cH:17][c:18]3[c:19]([n:20]2)[n:21]([CH2:31][O:32][CH2:33][CH2:34][Si:35]([CH3:36])([CH3:37])[CH3:38])[n:22][c:23]3-[c:24]2[cH:25][c:26]([Br:30])[cH:27][cH:28][cH:29]2)[CH2:12][CH2:13]1)=[O:39].[CH2:49]1[O:50][CH2:51][CH2:52][O:53][CH2:54]1.[Cl:40][c:41]1[cH:42][cH:43][c:44]([CH2:45][NH2:46])[cH:47][cH:48]1.[O:57]=[C:58]([CH:59]=[CH:60][c:61]1[cH:62][cH:63][cH:64][cH:65][cH:66]1)[CH:67]=[CH:68][c:69]1[cH:70][cH:71][cH:72][cH:73][cH:74]1.[O:75]=[C:76]([CH:77]=[CH:78][c:79]1[cH:80][cH:81][cH:82][cH:83][cH:84]1)[CH:85]=[CH:86][c:87]1[cH:88][cH:89][cH:90][cH:91][cH:92]1.[O:93]=[C:94]([CH:95]=[CH:96][c:97]1[cH:98][cH:99][cH:100][cH:101][cH:102]1)[CH:103]=[CH:104][c:105]1[cH:106][cH:107][cH:108][cH:109][cH:110]1.[Pd:55].[Pd:56]>>[C:1]([CH3:2])([CH3:3])([CH3:4])[O:5][C:6]([NH:7][CH:8]1[CH2:9][CH2:10][CH:11]([NH:14][c:15]2[n:16][cH:17][c:18]3[c:19]([n:20]2)[n:21]([CH2:31][O:32][CH2:33][CH2:34][Si:35]([CH3:36])([CH3:37])[CH3:38])[n:22][c:23]3-[c:24]2[cH:25][c:26]([NH:46][CH2:45][c:44]3[cH:43][cH:42][c:41]([Cl:40])[cH:48][cH:47]3)[cH:27][cH:28][cH:29]2)[CH2:12][CH2:13]1)=[O:39]. Reactants: N1N=CC(=C1)C(=O)OCC (ethyl 4-pyrazolecarboxylate), FC(OC1=CC=C(C=C1)I)(F)F (4-(trifluoromethoxy)iodobenzene), CN[C@H]1[C@@H](CCCC1)NC (trans-1,2-bis(methylamino)cyclohexane), C([O-])([O-])=O.[Cs+].[Cs+] (cesium carbonate). The reagents and catalysts are [Cu](I)I (copper iodide). Run in O1CCOCC1 (dioxane). Conditions: temperature 100 celsius. The product is FC(OC1=CC=C(C=C1)N1N=CC(=C1)C(=O)OCC)(F)F (ethyl 1-[4-(trifluoromethoxy)phenyl]-1H-pyrazole-4-carboxylate). Yield: 9.6%. As a reaction SMILES: [NH:1]1[CH:5]=[C:4]([C:6]([O:8][CH2:9][CH3:10])=[O:7])[CH:3]=[N:2]1.[F:11][C:12]([F:22])([F:21])[O:13][C:14]1[CH:19]=[CH:18][C:17](I)=[CH:16][CH:15]=1.CN[C@@H]1CCCC[C@H]1NC.C(=O)([O-])[O-].[Cs+].[Cs+]>O1CCOCC1.[Cu](I)I>[F:11][C:12]([F:21])([F:22])[O:13][C:14]1[CH:19]=[CH:18][C:17]([N:1]2[CH:5]=[C:4]([C:6]([O:8][CH2:9][CH3:10])=[O:7])[CH:3]=[N:2]2)=[CH:16][CH:15]=1 |f:3.4.5|. Procedure details: A solution of ethyl 4-pyrazolecarboxylate (500 mg), 4-(trifluoromethoxy)iodobenzene (1.00 g), trans-1,2-bis(methylamino)cyclohexane (100 mg), copper iodide (70 mg) and cesium carbonate (1.7 g) in dioxane (5.0 mL) was stirred while heating at 100° C. for 5 hr. The reaction mixture was filtered through Celite and the solvent was then distilled off under reduced pressure. The resulting residue was purified by column chromatography (silica gel cartridge, hexane:ethyl acetate=98:2-80:20) to afford et... The reactants are Cc1cc(N)no1, Cc1noc(CC(=O)O)n1, Cc1ccccc1, C1COCCO1, ClP(Cl)Cl. Product: Cc1noc(CC(=O)Nc2cc(C)on2)n1. As a reaction SMILES: [CH3:11][c:12]1[cH:13][c:14]([NH2:17])[n:15][o:16]1.[CH3:1][c:2]1[n:3][o:4][c:5]([CH2:7][C:8](=[O:9])[OH:10])[n:6]1.[CH3:28][c:29]1[cH:30][cH:31][cH:32][cH:33][cH:34]1.[O:22]1[CH2:23][CH2:24][O:25][CH2:26][CH2:27]1.[P:18]([Cl:19])([Cl:20])[Cl:21]>>[CH3:1][c:2]1[n:3][o:4][c:5]([CH2:7][C:8](=[O:10])[NH:17][c:14]2[cH:13][c:12]([CH3:11])[o:16][n:15]2)[n:6]1. The reactants are NC=1C(=C(C=C(C1)C)C1=CC=C(S1)C(=O)O)OC (5-(3-amino-2-methoxy-5-methyl-phenyl)-thiophene-2-carboxylic acid), B(Br)(Br)Br (boron tribromide). Run in ClCCl (dichloromethane). Run at time 0.5 hour. The product is Br.NC=1C(=C(C=C(C1)C)C1=CC=C(S1)C(=O)O)O (5-(3-amino-2-hydroxy-5-methyl-phenyl)-thiophene-2-carboxylic acid hydrobromide). Isolated yield 45.5%. Reaction SMILES: [NH2:1][C:2]1[C:3]([O:17]C)=[C:4]([C:9]2[S:13][C:12]([C:14]([OH:16])=[O:15])=[CH:11][CH:10]=2)[CH:5]=[C:6]([CH3:8])[CH:7]=1.B(Br)(Br)[Br:20]>ClCCl>[BrH:20].[NH2:1][C:2]1[C:3]([OH:17])=[C:4]([C:9]2[S:13][C:12]([C:14]([OH:16])=[O:15])=[CH:11][CH:10]=2)[CH:5]=[C:6]([CH3:8])[CH:7]=1 |f:3.4|. Procedure: 5-(3-Amino-2-methoxy-5-methyl-phenyl)-thiophene-2-carboxylic acid 24c (0.26 g, 1 mmol) was dissolved in 20 mL of dichloromethane followed by addition of boron tribromide (5 mL, 35.32 mmol/L). The mixture was reacted at room temperature for 1 hour. The reaction was monitored by TLC until the disappearance of the starting materials. The mixture was concentrated under reduced pressure. The residue was diluted with 30 mL of ethyl acetate and stirred for 0.5 hours. The mixture was filtered and the fi... Starting materials: BrC=1C=C2C(=NNC(C2=CC1)=O)Cl (6-bromo-4-chloro-2H-phthalazin-1-one), ClC1=C(CN)C=C(C=C1)Cl (2,5-dichloro-benzylamine), C=1C=CC(=CC1)P(C=2C=CC=CC2)C3=CC=C4C=CC=CC4=C3C5=C6C=CC=CC6=CC=C5P(C=7C=CC=CC7)C=8C=CC=CC8 (rac-BINAP), CC(C)(C)[O-].[Na+] (NaOt-Bu). Reagents/catalysts: C=1C=CC(=CC1)/C=C/C(=O)/C=C/C2=CC=CC=C2.C=1C=CC(=CC1)/C=C/C(=O)/C=C/C2=CC=CC=C2.C=1C=CC(=CC1)/C=C/C(=O)/C=C/C2=CC=CC=C2.[Pd].[Pd] (Pd2(dba)3). Run in CC(=O)N(C)C (DMA), CCOC(=O)C (EtOAc). Product: ClC1=NNC(C2=CC=C(C=C12)NCC1=C(C=CC(=C1)Cl)Cl)=O (4-Chloro-6-(2,5-dichloro-benzylamino)-2H-phthalazin-1-one). Reaction SMILES: Br[C:2]1[CH:3]=[C:4]2[C:9](=[CH:10][CH:11]=1)[C:8](=[O:12])[NH:7][N:6]=[C:5]2[Cl:13].[Cl:14][C:15]1[CH:22]=[CH:21][C:20]([Cl:23])=[CH:19][C:16]=1[CH2:17][NH2:18].C1C=CC(P(C2C(C3C(P(C4C=CC=CC=4)C4C=CC=CC=4)=CC=C4C=3C=CC=C4)=C3C(C=CC=C3)=CC=2)C2C=CC=CC=2)=CC=1.CC([O-])(C)C.[Na+]>CC(N(C)C)=O.CCOC(C)=O.C1C=CC(/C=C/C(/C=C/C2C=CC=CC=2)=O)=CC=1.C1C=CC(/C=C/C(/C=C/C2C=CC=CC=2)=O)=CC=1.C1C=CC(/C=C/C(/C=C/C2C=CC=CC=2)=O)=CC=1.[Pd].[Pd]>[Cl:13][C:5]1[C:4]2[C:9](=[CH:10][CH:11]=[C:2]([NH:18][CH2:17][C:16]3[CH:19]=[C:20]([Cl:23])[CH:21]=[CH:22][C:15]=3[Cl:14])[CH:3]=2)[C:8](=[O:12])[NH:7][N:6]=1 |f:3.4,7.8.9.10.11|. Procedure details: A mixture 6-bromo-4-chloro-2H-phthalazin-1-one (150 mg, 0.58 mmol), 2,5-dichloro-benzylamine (0.085 mL, 0.64 mmol), Pd2(dba)3 (53 mg, 0.058 mmol), rac-BINAP (108 mg, 0.17 mmol) and NaOt-Bu (140 mg, 1.45 mmol) in DMA (6 mL) was heated at 80° C. for 1 h. The mixture was allowed to cool, diluted with EtOAc (25 mL) and washed with water (25 mL). The organic layer was dried over anhydrous sodium sulfate and concentrated. Chromatography on silica (EtOAc/hexanes) yielded the title compound. 4-Chloro-6-... Reactants: CC(=O)OC(C)=O, ClCCl, [Na+], O=C([O-])O, OCc1csc2cncn12. Product: CC(=O)OCc1csc2cncn12. Reaction SMILES: [CH3:11][C:12](=[O:13])[O:14][C:15](=[O:16])[CH3:17].[Cl:23][CH2:24][Cl:25].[Na+:18].[OH:19][C:20](=[O:21])[O-:22].[OH:1][CH2:2][c:3]1[n:4]2[c:5]([s:6][cH:7]1)[cH:8][n:9][cH:10]2>>[O:1]([CH2:2][c:3]1[n:4]2[c:5]([s:6][cH:7]1)[cH:8][n:9][cH:10]2)[C:12]([CH3:11])=[O:13].